Dataset: the Open Reaction Database (ORD), a public repository of structured organic reaction records. Task: describe an organic reaction: reactants, conditions, products, and yield Reactants: CC1CCC(CC1)OC1=CC=C(C=C1)C(C)=O (1-[4-(4-Methyl-cyclohexyloxy)-phenyl]-ethanone), pyrrolidone hydrotribromide. Yields the product BrCC(=O)C1=CC=C(C=C1)O[C@@H]1CC[C@@H](CC1)C (2-Bromo-1-[4-(cis-4-methyl-cyclohexyloxy)-phenyl]-ethanone). Yield: 104.4%. RXN SMILES: [CH3:1][CH:2]1[CH2:7][CH2:6][CH:5]([O:8][C:9]2[CH:14]=[CH:13][C:12]([C:15](=[O:17])[CH3:16])=[CH:11][CH:10]=2)[CH2:4][CH2:3]1.C1CNC(=O)C1.[Br:24][Br-]Br>>[Br:24][CH2:16][C:15]([C:12]1[CH:13]=[CH:14][C:9]([O:8][C@H:5]2[CH2:4][CH2:3][C@@H:2]([CH3:1])[CH2:7][CH2:6]2)=[CH:10][CH:11]=1)=[O:17] |f:1.2|. Reported procedure: 2-Bromo-1-[4-(cis-4-methyl-cyclohexyloxy)-phenyl]-ethanone (650 mg) was prepared following procedure A using 1-[4-(4-Methyl-cyclohexyloxy)-phenyl]-ethanone (464 mg, 2.0 mmol) and pyrrolidone hydrotribromide (701 mg, 2.2 mmol). The reactants are COCCN1CCC(NCc2cc(-c3ccncc3)c(-c3ccc4c(c3)CCC4=NO)o2)CC1, ClCCl, O=C(O)C(F)(F)F. The product is COCCN1CCC(N)CC1. As a reaction SMILES: [CH3:1][O:2][CH2:3][CH2:4][N:5]1[CH2:6][CH2:7][CH:8]([NH:11][CH2:12][c:13]2[o:14][c:15](-[c:16]3[cH:17][c:18]4[c:19]([cH:20][cH:21]3)[C:22](=[N:23][OH:24])[CH2:25][CH2:26]4)[c:27](-[c:28]3[cH:29][cH:30][n:31][cH:32][cH:33]3)[cH:34]2)[CH2:9][CH2:10]1.[Cl:42][CH2:43][Cl:44].[OH:35][C:36]([C:37]([F:38])([F:39])[F:40])=[O:41]>>[CH3:1][O:2][CH2:3][CH2:4][N:5]1[CH2:6][CH2:7][CH:8]([NH2:11])[CH2:9][CH2:10]1. Reactants: step-ii, FC=1C=C(CN2N=CC(=C2)C2=CNC3=NC=C(C=C32)C3=CC=C(C=C3)NC3CCN(CC3)C(=O)OC(C)(C)C)C=CC1 (tert-butyl 4-((4-(3-(1-(3-fluorobenzyl)-1H-pyrazol-4-yl)-1H-pyrrolo[2,3-b]pyridin-5-yl)phenyl)amino)piperidine-1-carboxylate). Run in CO.CCOCC.Cl (methanol ether HCl). Yields the product FC=1C=C(CN2N=CC(=C2)C2=CNC3=NC=C(C=C32)C3=CC=C(C=C3)NC3CCNCC3)C=CC1 (N-(4-(3-(1-(3-fluorobenzyl)-1H-pyrazol-4-yl)-1H-pyrrolo[2,3-b]pyridin-5-yl)phenyl) piperidin-4-amine). Yield: 75.4%. As a reaction SMILES: [F:1][C:2]1[CH:3]=[C:4]([CH:40]=[CH:41][CH:42]=1)[CH2:5][N:6]1[CH:10]=[C:9]([C:11]2[C:19]3[C:14](=[N:15][CH:16]=[C:17]([C:20]4[CH:25]=[CH:24][C:23]([NH:26][CH:27]5[CH2:32][CH2:31][N:30](C(OC(C)(C)C)=O)[CH2:29][CH2:28]5)=[CH:22][CH:21]=4)[CH:18]=3)[NH:13][CH:12]=2)[CH:8]=[N:7]1>CO.CCOCC.Cl>[F:1][C:2]1[CH:3]=[C:4]([CH:40]=[CH:41][CH:42]=1)[CH2:5][N:6]1[CH:10]=[C:9]([C:11]2[C:19]3[C:14](=[N:15][CH:16]=[C:17]([C:20]4[CH:21]=[CH:22][C:23]([NH:26][CH:27]5[CH2:28][CH2:29][NH:30][CH2:31][CH2:32]5)=[CH:24][CH:25]=4)[CH:18]=3)[NH:13][CH:12]=2)[CH:8]=[N:7]1 |f:1.2.3|. Reported procedure: Using similar reaction conditions as described in step-ii of example-7, tert-butyl 4-((4-(3-(1-(3-fluorobenzyl)-1H-pyrazol-4-yl)-1H-pyrrolo[2,3-b]pyridin-5-yl)phenyl)amino)piperidine-1-carboxylate (60 mg, 0.10 mmol) was deprotected in methanol/ether HCl (3.0/0.3 ml). This afforded 40 mg (75.4% yield) of the titled. 1H NMR (CD3OD, 400 MHz): δ 9.01-9.00 (d, 1H), 8.71-8.70 (d, 1H), 8.39 (s, 1H), 8.05 (s, 1H), 7.95 (s, 1H), 7.90-7.87 (m, 2H), 7.37-7.34 (m, 3H), 7.14-7.12 (s, 1H), 7.04-7.01 (m, 2H), ... Starting materials: C(C#CCCCCCCC)O (2-decyn-1-ol), N1=CC=CC=C1 (pyridine), C1(CC1)C(=O)Cl (cyclopropanecarboxylic acid chloride). The solvent is CCOCC (ether). Reaction conditions: time 8 hour. Product: C1(CC1)C(=O)OCC#CCCCCCCC (2-decynyl cyclopropanecarboxylate). As a reaction SMILES: [CH2:1]([OH:11])[C:2]#[C:3][CH2:4][CH2:5][CH2:6][CH2:7][CH2:8][CH2:9][CH3:10].N1C=CC=CC=1.[CH:18]1([C:21](Cl)=[O:22])[CH2:20][CH2:19]1>CCOCC>[CH:18]1([C:21]([O:11][CH2:1][C:2]#[C:3][CH2:4][CH2:5][CH2:6][CH2:7][CH2:8][CH2:9][CH3:10])=[O:22])[CH2:20][CH2:19]1. Reported procedure: To a solution of 3.85 g. of 2-decyn-1-ol and 3.95 g. of pyridine in 100 ml. ether is added 3.0 g. of cyclopropanecarboxylic acid chloride. The mixture is stirred overnight under nitrogen. The reaction mixture is poured into distilled water, washed with dilute hydrochloric acid and then with sodium bicarbonate and solvent removed to yield 2-decynyl cyclopropanecarboxylate, b.p. 96°-97° (bath) at 0.1 mm. Reactants: CCc1nnc(-c2cc(C(=O)OC)ccc2NS(=O)(=O)c2ccc(C(C)(C)C)cc2)n1C, N, O. The product is CCc1nnc(-c2cc(C(N)=O)ccc2NS(=O)(=O)c2ccc(C(C)(C)C)cc2)n1C. As a reaction SMILES: [CH3:1][O:2][C:3]([c:4]1[cH:5][c:6](-[c:24]2[n:25][n:26][c:27]([CH2:30][CH3:31])[n:28]2[CH3:29])[c:7]([NH:10][S:11](=[O:12])(=[O:13])[c:14]2[cH:15][cH:16][c:17]([C:20]([CH3:21])([CH3:22])[CH3:23])[cH:18][cH:19]2)[cH:8][cH:9]1)=[O:32].[NH3:33].[OH2:34]>>[O:2]=[C:3]([c:4]1[cH:5][c:6](-[c:24]2[n:25][n:26][c:27]([CH2:30][CH3:31])[n:28]2[CH3:29])[c:7]([NH:10][S:11](=[O:12])(=[O:13])[c:14]2[cH:15][cH:16][c:17]([C:20]([CH3:21])([CH3:22])[CH3:23])[cH:18][cH:19]2)[cH:8][cH:9]1)[NH2:33]. Starting materials: ClC1=NC(=C(C(=N1)Cl)C#N)Cl (2,4,6-trichloro-5-pyrimidinecarbonitrile), C(C)NCC (diethylamine). The solvent is C(C)OCC (diethyl ether), C(C)OCC (diethyl ether). Run at time 16 hour. Product: ClC1=NC(=NC(=C1C#N)N(CC)CC)N(CC)CC (4-chloro-2,6-bis(diethylamino)-5-pyrimidinecarbonitrile). RXN SMILES: Cl[C:2]1[N:7]=[C:6]([Cl:8])[C:5]([C:9]#[N:10])=[C:4](Cl)[N:3]=1.[CH2:12]([NH:14][CH2:15][CH3:16])[CH3:13]>C(OCC)C>[Cl:8][C:6]1[C:5]([C:9]#[N:10])=[C:4]([N:14]([CH2:15][CH3:16])[CH2:12][CH3:13])[N:3]=[C:2]([N:14]([CH2:15][CH3:16])[CH2:12][CH3:13])[N:7]=1. Reported procedure: To a stirred solution of 6.3 grams of 2,4,6-trichloro-5-pyrimidinecarbonitrile in 150 ml of diethyl ether at 10° was added dropwise 8.8 grams of diethylamine in 150 ml of diethyl ether. Upon complete addition, the reaction mixture was allowed to warm to room temperature, where it was stirred for 16 hours. The reaction mixture was heated under reflux for 1 hour, then cooled to room temperature. The reaction mixture was washed with water, and the diethyl ether layer was separated. The aqueous laye...